Dataset: the Open Reaction Database (ORD), a public repository of structured organic reaction records. Task: describe an organic reaction: reactants, conditions, products, and yield Starting materials: CC(C)O, Cl, [H][H], NO, c1ccncc1, COc1ccc(CC(=O)c2cccnc2)cc1OC. The product is COc1ccc(CC(N)c2cccnc2)cc1OC. As a reaction SMILES: [CH:31]([OH:32])([CH3:33])[CH3:34].[ClH:20].[H:23][H:24].[NH2:21][OH:22].[cH:25]1[cH:26][cH:27][n:28][cH:29][cH:30]1.[n:1]1[cH:2][c:3]([C:7](=[O:8])[CH2:9][c:10]2[cH:11][c:12]([O:18][CH3:19])[c:13]([O:16][CH3:17])[cH:14][cH:15]2)[cH:4][cH:5][cH:6]1>>[n:1]1[cH:2][c:3]([CH:7]([CH2:9][c:10]2[cH:11][c:12]([O:18][CH3:19])[c:13]([O:16][CH3:17])[cH:14][cH:15]2)[NH2:21])[cH:4][cH:5][cH:6]1.